This data is from the Open Reaction Database (ORD), a public repository of structured organic reaction records. The task is: describe an organic reaction: reactants, conditions, products, and yield Reactants: COC(=O)C=1N(C2=CC(=CC=C2C(C1CC1=CC=C(C=C1)C(=O)O)=O)Cl)C1=CC=CC=C1 (3-(4-carboxybenzyl)-7-chloro-4-oxo-1-phenyl-1,4-dihydroquinoline-2-carboxylic acid methyl ester), NCCO (2-aminoethanol), C=1C=CC2=C(C1)N=NN2O (HOBt), CCN=C=NCCCN(C)C (EDCI), CCN(C(C)C)C(C)C (DIPEA). The solvent is C(Cl)Cl (DCM), CN(C)C=O (DMF). Conditions: time 2 hour. The product is COC(=O)C=1N(C2=CC(=CC=C2C(C1CC1=CC=C(C=C1)C(NCCO)=O)=O)Cl)C1=CC=CC=C1 (7-chloro-3-[4-(2-hydroxyethylcarbamoyl)-benzyl]-4-oxo-1-phenyl-1,4-dihydro-quinoline-2-carboxylic acid methyl ester). Yield: 54.5%. As a reaction SMILES: [CH3:1][O:2][C:3]([C:5]1N(C2C=CC=CC=2)[C:7]2[C:12]([C:13](=[O:25])[C:14]=1[CH2:15][C:16]1[CH:21]=[CH:20][C:19]([C:22]([OH:24])=O)=[CH:18][CH:17]=1)=[CH:11][CH:10]=[C:9]([Cl:26])[CH:8]=2)=[O:4].[NH2:33][CH2:34][CH2:35][OH:36].[CH:37]1[CH:38]=[CH:39][C:40]2[N:45](O)N=N[C:41]=2[CH:42]=1.CCN=C=NCCCN(C)C.CCN(C(C)C)C(C)C>C(Cl)Cl.CN(C=O)C>[CH3:1][O:2][C:3]([C:5]1[N:45]([C:40]2[CH:39]=[CH:38][CH:37]=[CH:42][CH:41]=2)[C:7]2[C:12]([C:13](=[O:25])[C:14]=1[CH2:15][C:16]1[CH:21]=[CH:20][C:19]([C:22](=[O:24])[NH:33][CH2:34][CH2:35][OH:36])=[CH:18][CH:17]=1)=[CH:11][CH:10]=[C:9]([Cl:26])[CH:8]=2)=[O:4]. Procedure details: A mixture of 3-(4-carboxybenzyl)-7-chloro-4-oxo-1-phenyl-1,4-dihydroquinoline-2-carboxylic acid methyl ester (167 mg, 0.37 mmol), 2-aminoethanol (34 mg, 0.56 mmol), HOBt (50 mg), EDCI (142 mg, 0.74 mmol) and DIPEA (0.5 mL) in DCM (10 mL) and DMF (0.4 mL) was stirred at RT for 2 h. The reaction mixture was then partitioned between water and EtOAc. The organic layer was separated, washed twice with water, dried over Na2SO4, filtered and evaporated under reduced pressure. The crude residue was puri... The reactants are COC1C(C)OC(O[Si](C)(C)C(C)(C)C)C(OC)C1OC, ClCCl, CC(=O)c1ccc2c(c1)CC(O)C2, C[Si](C)(C)OS(=O)(=O)C(F)(F)F. Yields the product COC1C(C)OC(OC2Cc3ccc(C(C)=O)cc3C2)C(OC)C1OC. RXN SMILES: [C:14]([Si:15]([CH3:16])([CH3:17])[O:18][CH:20]1[O:21][CH:22]([CH3:32])[CH:23]([O:30][CH3:31])[CH:24]([O:28][CH3:29])[CH:25]1[O:26][CH3:27])([CH3:19])([CH3:33])[CH3:34].[Cl:47][CH2:48][Cl:49].[OH:1][CH:2]1[CH2:3][c:4]2[cH:5][cH:6][c:7]([C:11]([CH3:12])=[O:13])[cH:8][c:9]2[CH2:10]1.[S:35]([O:36][Si:37]([CH3:38])([CH3:39])[CH3:40])([C:41]([F:42])([F:43])[F:44])(=[O:45])=[O:46]>>[O:1]([CH:2]1[CH2:3][c:4]2[cH:5][cH:6][c:7]([C:11]([CH3:12])=[O:13])[cH:8][c:9]2[CH2:10]1)[CH:20]1[O:21][CH:22]([CH3:32])[CH:23]([O:30][CH3:31])[CH:24]([O:28][CH3:29])[CH:25]1[O:26][CH3:27]. Procedure: The title compound is prepared from (4-benzyl-piperidin-1-yl)-oxo-acetic acid (Example 5b) and N-(4-amino-phenyl)-methanesulfonamide [Tetrahedron, 42, 5739. (1986)] according to the method described in Example 2. Melting Point: 221-225° C. (water) Product: C(C1=CC=CC=C1)C1CCN(CC1)C(C(=O)NC1=CC=C(C=C1)NS(=O)(=O)C)=O (2-(4-Benzyl-piperidin-1-yl)-N-(4-methanesulfonylamino-phenyl)-2-oxo-acetamide). As a reaction SMILES: [CH2:1]([CH:8]1[CH2:13][CH2:12][N:11]([C:14](=[O:18])[C:15]([OH:17])=O)[CH2:10][CH2:9]1)[C:2]1[CH:7]=[CH:6][CH:5]=[CH:4][CH:3]=1.[NH2:19][C:20]1[CH:25]=[CH:24][C:23]([NH:26][S:27]([CH3:30])(=[O:29])=[O:28])=[CH:22][CH:21]=1>O>[CH2:1]([CH:8]1[CH2:9][CH2:10][N:11]([C:14](=[O:18])[C:15]([NH:19][C:20]2[CH:25]=[CH:24][C:23]([NH:26][S:27]([CH3:30])(=[O:29])=[O:28])=[CH:22][CH:21]=2)=[O:17])[CH2:12][CH2:13]1)[C:2]1[CH:3]=[CH:4][CH:5]=[CH:6][CH:7]=1. Solvent: O (water). Reactants: C(C1=CC=CC=C1)C1CCN(CC1)C(C(=O)O)=O ((4-benzyl-piperidin-1-yl)-oxo-acetic acid), NC1=CC=C(C=C1)NS(=O)(=O)C (N-(4-amino-phenyl)-methanesulfonamide). Reactants: CN(C1CCC2=C1C(=C1C(N(C(=NC1=C2)C)OC(C(C)(C)C)=O)=O)C)C=2C=CC(=NC2)C(=O)OC (methyl 5-[N-methyl-N-((6RS)-2-methyl-4-oxo-3-pivaloyloxy-methyl-3,4,7,8-tetrahydro-6H-cyclopenta[g]quinazolin-6-yl)amino]pyridine-2-carboxylate), [OH-].[Na+] (sodium hydroxide), O (water). Run in CO (methanol). Reaction conditions: time 18 hour. Product: CN(C1CCC2=C1C=C1C(NC(=NC1=C2)C)=O)C=2C=CC(=NC2)C(=O)O (5-[N-Methyl-N-((6RS)-2-methyl-4-oxo-3,4,7,8-tetrahydro-6H-cyclopenta-[g]quinazolin-6-yl)amino]pyridine-2-carboxylic acid). Reaction SMILES: [CH3:1][N:2]([C:26]1[CH:27]=[CH:28][C:29]([C:32]([O:34]C)=[O:33])=[N:30][CH:31]=1)[CH:3]1[C:7]2[C:8](C)=[C:9]3[C:14](=[CH:15][C:6]=2[CH2:5][CH2:4]1)[N:13]=[C:12]([CH3:16])[N:11](OC(=O)C(C)(C)C)[C:10]3=[O:24].[OH-].[Na+].O>CO>[CH3:1][N:2]([C:26]1[CH:27]=[CH:28][C:29]([C:32]([OH:34])=[O:33])=[N:30][CH:31]=1)[CH:3]1[C:7]2[CH:8]=[C:9]3[C:14](=[CH:15][C:6]=2[CH2:5][CH2:4]1)[N:13]=[C:12]([CH3:16])[NH:11][C:10]3=[O:24] |f:1.2|. Procedure details: A mixture of methyl 5-[N-methyl-N-((6RS)-2-methyl-4-oxo-3-pivaloyloxy-methyl-3,4,7,8-tetrahydro-6H-cyclopenta[g]quinazolin-6-yl)amino]pyridine-2-carboxylate (0.185 g), sodium hydroxide (0.06 g), water (2 ml) and methanol (10 ml) was stirred at ambient temperature for 18 hours. The mixture was evaporated. Water (20 ml) was added and the mixture was acidified to pH 5 by the addition of 2N aqueous hydrochloric acid. The precipitate was isolated, washed with water and dried under vacuum. There was t... Reactants: CN(C=1C=C(C=CC1)CO)C ((3-(dimethylamino)phenyl)methanol), N1N=CC=C1 (1H-pyrazole), CC1(OB(OC1(C)C)C=1C=NNC1)C (4-(4,4,5,5-tetramethyl-1,3,2-dioxaborolan-2-yl)-1H-pyrazole). Procedure details: The title compound was prepared by substituting (tetrahydro-2H-pyran-3-yl)methanol for (3-(dimethylamino)phenyl)methanol and 1H-pyrazole for 4-(4,4,5,5-tetramethyl-1,3,2-dioxaborolan-2-yl)-1H-pyrazole in EXAMPLE 34A. Reaction SMILES: CN(C)C1[CH:4]=[C:5]([CH2:9][OH:10])[CH:6]=[CH:7][CH:8]=1.[NH:12]1[CH:16]=[CH:15][CH:14]=[N:13]1.CC1(C)C(C)(C)OB(C2C=NNC=2)O1>>[O:10]1[CH2:8][CH2:7][CH2:6][CH:5]([CH2:4][N:12]2[CH:16]=[CH:15][CH:14]=[N:13]2)[CH2:9]1. Product: O1CC(CCC1)CN1N=CC=C1 (1-((tetrahydro-2H-pyran-3-yl)methyl)-1H-pyrazole). Starting materials: C1=C(C=CC=C1O)C (m-cresol), BrCC#N (bromoacetonitrile). The product is C1(=CC(=CC=C1)OCC#N)C (2-(m-Tolyloxy)acetonitrile). As a reaction SMILES: [CH:1]1[C:6]([OH:7])=[CH:5][CH:4]=[CH:3][C:2]=1[CH3:8].Br[CH2:10][C:11]#[N:12]>>[C:2]1([CH3:8])[CH:3]=[CH:4][CH:5]=[C:6]([O:7][CH2:10][C:11]#[N:12])[CH:1]=1. Procedure details: The title compound was prepared following the same protocol as described in Step 1, Example 36, using the m-cresol instead of the p-cresol and the bromoacetonitrile instead of the methyl bromoacetate.